Dataset: the Open Reaction Database (ORD), a public repository of structured organic reaction records. Task: describe an organic reaction: reactants, conditions, products, and yield Reaction conditions: time 3 day. Product: N1(N=NC=C1)CCNC(=O)C1=CNC(=C1)C (5-methyl-1H-pyrrole-3-carboxylic acid (2-[1,2,3]triazol-1-yl-ethyl)amide). Procedure: To a solution of 4-(4-bromo-phenyl)-1,3-dihydro-indol-2-one (72 mg, 0.25 mmol) and 2-formyl-5-methyl-1H-pyrrole-3-carboxylic acid (2-[1,2,3]triazol-1-yl-ethyl)-amide (64.8 mg, 0.25 mmol) in ethanol (2 mL) was added piperidine (3 drops). The reaction mixture was stirred at room temperature for three days. A yellow solid product was precipitated out, filtered, washed by ethanol for three times, and dried under high vacuum to provide pure product 2-[44-bromo-phenyl)-2-oxo-1,2-dihydro-indol-3-yliden... The reagents and catalysts are N1CCCCC1 (piperidine). The solvent is C(C)O (ethanol). Starting materials: BrC1=CC=C(C=C1)C1=C2CC(NC2=CC=C1)=O (4-(4-bromo-phenyl)-1,3-dihydro-indol-2-one), N1(N=NC=C1)CCNC(=O)C1=C(NC(=C1)C)C=O (2-formyl-5-methyl-1H-pyrrole-3-carboxylic acid (2-[1,2,3]triazol-1-yl-ethyl)-amide). Isolated yield 160.6%. RXN SMILES: BrC1C=CC(C2C=CC=C3C=2CC(=O)N3)=CC=1.[N:18]1([CH2:23][CH2:24][NH:25][C:26]([C:28]2[CH:32]=[C:31]([CH3:33])[NH:30][C:29]=2C=O)=[O:27])[CH:22]=[CH:21][N:20]=[N:19]1>C(O)C.N1CCCCC1>[N:18]1([CH2:23][CH2:24][NH:25][C:26]([C:28]2[CH:32]=[C:31]([CH3:33])[NH:30][CH:29]=2)=[O:27])[CH:22]=[CH:21][N:20]=[N:19]1.